From a dataset of the Open Reaction Database (ORD), a public repository of structured organic reaction records. describe an organic reaction: reactants, conditions, products, and yield The reactants are CO, CCOC(=O)c1cc(Cl)c(C)[nH]1, [Li+], [OH-]. Product: Cc1[nH]c(C(=O)O)cc1Cl. As a reaction SMILES: [CH3:15][OH:16].[Cl:3][c:4]1[cH:5][c:6]([C:10](=[O:11])[O:12][CH2:13][CH3:14])[nH:7][c:8]1[CH3:9].[Li+:1].[OH-:2]>>[Cl:3][c:4]1[cH:5][c:6]([C:10](=[O:11])[OH:12])[nH:7][c:8]1[CH3:9]. Starting materials: N1=C(C=CC=C1)C (picoline), S(SCCNC(CCCCl)=O)CCNC(CCCCl)=O (N,N′-(disulfanediyldiethane-2,1-diyl)bis(4-chlorobutanamide)), C([O-])([O-])=O.[Cs+].[Cs+] (cesium carbonate), N1=C(C=CC=C1)C (2-picoline). The solvent is C(C)#N (acetonitrile), CN1C(CCC1)=O (N-methylpyrrolidinone), C(C)#N (acetonitrile). Conditions: temperature 50 celsius, time 5 day. Product: [Cl-].[Cl-].S(SCCNC(CCC[N+]1=C(C=CC=C1)C)=O)CCNC(CCC[N+]1=C(C=CC=C1)C)=O (1,1′-{disulfanediylbis[ethane-2,1-diylimino(4-oxobutane-4,1-diyl)]}bis(2-methyl-pyridinium)dichloride). As a reaction SMILES: [S:1]([CH2:12][CH2:13][NH:14][C:15](=[O:20])[CH2:16][CH2:17][CH2:18]Cl)[S:2][CH2:3][CH2:4][NH:5][C:6](=[O:11])[CH2:7][CH2:8][CH2:9][Cl:10].[N:21]1[CH:26]=[CH:25][CH:24]=[CH:23][C:22]=1[CH3:27].C(=O)([O-])[O-].[Cs+].[Cs+]>CN1CCCC1=O.C(#N)C>[Cl-:10].[Cl-:10].[S:1]([CH2:12][CH2:13][NH:14][C:15](=[O:20])[CH2:16][CH2:17][CH2:18][N+:21]1[CH:26]=[CH:25][CH:24]=[CH:23][C:22]=1[CH3:27])[S:2][CH2:3][CH2:4][NH:5][C:6](=[O:11])[CH2:7][CH2:8][CH2:9][N+:21]1[CH:26]=[CH:25][CH:24]=[CH:23][C:22]=1[CH3:27] |f:2.3.4,7.8.9|. Procedure: 1.13 g of N,N′-(disulfanediyldiethane-2,1-diyl)bis(4-chlorobutanamide) was dispersed in 0.5 mL of N-methylpyrrolidinone and 2.5 mL acetonitrile and heated at 50° C. 0.71 mL of picoline was added and the reaction mixture was stirred for 5 days at 50° C. A few milligrams of cesium carbonate and additional 0.35 mL of 2-picoline were added. After one day at 65° C., the reaction mixture was poured in 50 mL acetonitrile. The resulting gum was washed several times with ethyl acetate, solubilized in eth... Reactants: C(#N)C(=C(C#N)C#N)C#N (Tetracyanoethylene), Br (HBr), [OH-].[Na+] (NaOH). The product is NC=1NC(=C(C1C#N)C#N)Br (2-amino-5-bromo-3,4-dicyanopyrrole). RXN SMILES: [C:1]([C:3]([C:9]#[N:10])=[C:4]([C:7]#[N:8])[C:5]#[N:6])#[N:2].[BrH:11].[OH-].[Na+]>>[NH2:2][C:1]1[NH:6][C:5]([Br:11])=[C:4]([C:7]#[N:8])[C:3]=1[C:9]#[N:10] |f:2.3|. Procedure details: Tetracyanoethylene (1) is reacted with HBr followed by treatment with a base such as NaOH produced 2-amino-5-bromo-3,4-dicyanopyrrole (3). Treatment of 3 with triethyl orthoformate followed by the addition of sodium hydride and 1 equivalent of the appropriate alkylating agent, with a catalytic amount of tetrabutylammonium iodide, gives the intermediate (5). The synthetic route is dependent upon correctly placing the alkyl substituents on the N7 position. Alkylation of 5 before cyclization contro... The reactants are C(C)(=O)[O-].[Na+] (sodium acetate), 3A, Cl.NC1CCN(CC1)CCN1C(C=C(C2=CC=C(C=C12)F)C#N)=O (1-[2-(4-amino-1-piperidinyl)ethyl]-7-fluoro-2-oxo-1,2-dihydro-4-quinolinecarbonitrile hydrochloride), O=C1NC2=C(OC1)C=CC(=N2)C=O (3-oxo-3,4-dihydro-2H-pyrido[3,2-b][1,4]oxazine-6-carboxaldehyde), Cl (HCl), C(#N)[BH3-] (cyanoborohydride). Run in C(C)(=O)O (acetic acid), C(Cl)(Cl)Cl.CO (chloroform methanol), ClCCl (dichloromethane), O1CCOCC1 (1,4-dioxane). Run at time 1 hour. The product is Cl.Cl.FC1=CC=C2C(=CC(N(C2=C1)CCN1CCC(CC1)NCC=1C=CC=2OCC(NC2N1)=O)=O)C#N (7-Fluoro-2-oxo-1-[2-(4-{[(3-oxo-3,4-dihydro-2H-pyrido[3,2-b][1,4]oxazin-6-yl)methyl]amino}-1-piperidinyl)ethyl]-1,2-dihydro-4-quinolinecarbonitrile Dihydrochloride). Isolated yield 55.0%. Reaction SMILES: [ClH:1].[NH2:2][CH:3]1[CH2:8][CH2:7][N:6]([CH2:9][CH2:10][N:11]2[C:20]3[C:15](=[CH:16][CH:17]=[C:18]([F:21])[CH:19]=3)[C:14]([C:22]#[N:23])=[CH:13][C:12]2=[O:24])[CH2:5][CH2:4]1.[O:25]=[C:26]1[CH2:31][O:30][C:29]2[CH:32]=[CH:33][C:34]([CH:36]=O)=[N:35][C:28]=2[NH:27]1.C([O-])(=O)C.[Na+].C([BH3-])#N.Cl>ClCCl.O1CCOCC1.C(O)(=O)C.C(Cl)(Cl)Cl.CO>[ClH:1].[ClH:1].[F:21][C:18]1[CH:19]=[C:20]2[C:15]([C:14]([C:22]#[N:23])=[CH:13][C:12](=[O:24])[N:11]2[CH2:10][CH2:9][N:6]2[CH2:5][CH2:4][CH:3]([NH:2][CH2:36][C:34]3[CH:33]=[CH:32][C:29]4[O:30][CH2:31][C:26](=[O:25])[NH:27][C:28]=4[N:35]=3)[CH2:8][CH2:7]2)=[CH:16][CH:17]=1 |f:0.1,3.4,10.11,12.13.14|. Reported procedure: To a solution of 1-[2-(4-amino-1-piperidinyl)ethyl]-7-fluoro-2-oxo-1,2-dihydro-4-quinolinecarbonitrile hydrochloride (0.062 g, 0.16 mmol) and 3-oxo-3,4-dihydro-2H-pyrido[3,2-b][1,4]oxazine-6-carboxaldehyde (for a synthesis see WO2003087098, Example 31(e))(0.028 g, 0.16 mmol) in 1:1 chloroform/methanol (6 ml) was added sodium acetate (00.10 g, 12 mmol), acetic acid (0.5 ml) and 3A sieves and the mixture stirred for 1 h. Polymer supported cyanoborohydride (0.10 g) was added and the mixture stirred... The reactants are CC=1N=C(SC1CC(=O)O)C1=CC=C(C=C1)C(F)(F)F ([4-methyl-2-(4-trifluoromethyl-phenyl)-thiazol-5-yl]-acetic acid), solution. The solvent is O1CCCC1 (tetrahydrofuran), O1CCCC1 (tetrahydrofuran), C1CCOC1 (THF). Conditions: time 16 hour. Product: CC=1N=C(SC1CCO)C1=CC=C(C=C1)C(F)(F)F (2-[4-Methyl-2-(4-trifluoromethyl-phenyl)-thiazol-5-yl]-ethanol). Yield: 100.0%. Reaction SMILES: [CH3:1][C:2]1[N:3]=[C:4]([C:11]2[CH:16]=[CH:15][C:14]([C:17]([F:20])([F:19])[F:18])=[CH:13][CH:12]=2)[S:5][C:6]=1[CH2:7][C:8](O)=[O:9]>O1CCCC1>[CH3:1][C:2]1[N:3]=[C:4]([C:11]2[CH:16]=[CH:15][C:14]([C:17]([F:20])([F:18])[F:19])=[CH:13][CH:12]=2)[S:5][C:6]=1[CH2:7][CH2:8][OH:9]. Procedure details: A solution of [4-methyl-2-(4-trifluoromethyl-phenyl)-thiazol-5-yl]-acetic acid (6.01 g, 20 mmol) in tetrahydrofuran (180 ml) was treated at 0° C. with a 1 M solution of BH3*THF in tetrahydrofuran (49.8 ml, 49.8 mmol). The cooling bath was removed and the reaction mixture stirred at ambient temperature for 16 h. Careful quenching with MeOH and ice water, twofold extraction with AcOEt, washing with ice water/brine 1/1, drying over magnesium sulfate, and evaporation of the solvent left a crude prod... Reactants: ClC1=CC(=NC=2N1N=C(C2S(=O)(=O)C2=CC=C(C=C2)C)SC)C (7-chloro-5-methyl-2-methylsulphanyl-3-(toluene-4-sulphonyl) -pyrazolo[1,5-a]pyrimidine), CNC (dimethylamine). The solvent is CCO (EtOH). Yields the product CN(C1=CC(=NC=2N1N=C(C2S(=O)(=O)C2=CC=C(C=C2)C)SC)C)C (dimethyl-[5-methyl-2-methylsulphanyl-3-(toluene-4-sulphonyl)-pyrazolo[1,5-a]pyrimidin-7-yl]-amine). As a reaction SMILES: Cl[C:2]1[N:7]2[N:8]=[C:9]([S:21][CH3:22])[C:10]([S:11]([C:14]3[CH:19]=[CH:18][C:17]([CH3:20])=[CH:16][CH:15]=3)(=[O:13])=[O:12])=[C:6]2[N:5]=[C:4]([CH3:23])[CH:3]=1.[CH3:24][NH:25][CH3:26]>CCO>[CH3:24][N:25]([CH3:26])[C:2]1[N:7]2[N:8]=[C:9]([S:21][CH3:22])[C:10]([S:11]([C:14]3[CH:19]=[CH:18][C:17]([CH3:20])=[CH:16][CH:15]=3)(=[O:13])=[O:12])=[C:6]2[N:5]=[C:4]([CH3:23])[CH:3]=1. Procedure: In an analogous manner to that described in Example 5, from 7-chloro-5-methyl-2-methylsulphanyl-3-(toluene-4-sulphonyl) -pyrazolo[1,5-a]pyrimidine and dimethylamine in EtOH there was obtained dimethyl-[5-methyl-2-methylsulphanyl-3-(toluene-4-sulphonyl)-pyrazolo[1,5-a]pyrimidin-7-yl]-amine as colorless crystals, m.p. >230°. Starting materials: O=C1CCC(=O)N1Br, CN(C)C=O, O, CC(C)(C)OC(=O)N1CCN(c2nccn3nnnc23)CC1. Product: CC(C)(C)OC(=O)N1CCN(c2ncc(Br)n3nnnc23)CC1. RXN SMILES: [Br:28][N:29]1[C:30](=[O:31])[CH2:32][CH2:33][C:34]1=[O:35].[O:23]=[CH:24][N:25]([CH3:26])[CH3:27].[OH2:36].[n:1]1[n:2][n:3][n:4]2[c:5]1[c:6]([N:10]1[CH2:11][CH2:12][N:13]([C:16](=[O:17])[O:18][C:19]([CH3:20])([CH3:21])[CH3:22])[CH2:14][CH2:15]1)[n:7][cH:8][cH:9]2>>[n:1]1[n:2][n:3][n:4]2[c:5]1[c:6]([N:10]1[CH2:11][CH2:12][N:13]([C:16](=[O:17])[O:18][C:19]([CH3:20])([CH3:21])[CH3:22])[CH2:14][CH2:15]1)[n:7][cH:8][c:9]2[Br:28]. The reactants are C(CCC)C=1C=2N(CC(N1)=O)C=C(N2)C2=C(C=CC=C2)OC (8-Butyl-6-oxo-2-(2-methoxyphenyl)-imidazo[1,2-a]pyrazine), C(=O)([O-])[O-].[K+].[K+] (K2CO3), compound vi, Cl (HCl). Run at time 2 hour. Yields the product C(CCC)C1C=2N(CCN1)C=C(N2)C2=C(C=CC=C2)OC (8-Butyl-2-(2-methoxyphenyl)-5,6,7,8-tetrahydro-imidazo[1,2-a]pyrazine). Procedure: The product from Step 1.e. (6.13 g, 20.5 mmol) (compound vi where R3 is n-butyl, R4 is 2-methoxyphenyl, and R5 and R6 are H) was dissolved in THF (100 ml) and treated with 1M BH3H/TF (82.0 ml, 82.0 mmol) at room temperature for about 2 hours and then refluxed for about 3 hours. The mixture was cooled to room temperature and 4N HCl (50 ml) was added dropwise. The mixture was stirred at room temperature for about 2 hours then made basic by careful portionwise addition of solid K2CO3. Product was e... RXN SMILES: [CH2:1]([C:5]1[C:6]2[N:7]([CH:12]=[C:13]([C:15]3[CH:20]=[CH:19][CH:18]=[CH:17][C:16]=3[O:21][CH3:22])[N:14]=2)[CH2:8][C:9](=O)[N:10]=1)[CH2:2][CH2:3][CH3:4].Cl.C([O-])([O-])=O.[K+].[K+]>C1COCC1>[CH2:1]([CH:5]1[NH:10][CH2:9][CH2:8][N:7]2[CH:12]=[C:13]([C:15]3[CH:20]=[CH:19][CH:18]=[CH:17][C:16]=3[O:21][CH3:22])[N:14]=[C:6]12)[CH2:2][CH2:3][CH3:4] |f:2.3.4|. The solvent is C1CCOC1 (THF). Isolated yield 92.0%. Reactants: OC1NC(NC1O)=O (4,5-dihydroxy-2-imidazolidinone), NC(=O)N (urea), Cl (hydrochloric acid). The solvent is O (water). Conditions: temperature 90 celsius, time 1 hour. The product is C12C(NC(=O)N1)NC(=O)N2 (glycoluril). The yield is 74.0%. As a reaction SMILES: O[CH:2]1[CH:6](O)[NH:5][C:4](=[O:8])[NH:3]1.[NH2:9][C:10]([NH2:12])=[O:11].Cl>O>[CH:6]12[NH:12][C:10](=[O:11])[NH:9][CH:2]1[NH:3][C:4]([NH:5]2)=[O:8]. Reported procedure: 590 g (5 mols) of 4,5-dihydroxy-2-imidazolidinone and 300 g (5 mols) of urea were dissolved in 1 liter of water. 30 ml of concentrated hydrochloric acid was added to the solution and the mixture was stirred at 90° C. for 1 hour. After cooling, the crystals thus precipitated were collected by filtration, washed with water and dried to obtain 526 g (yield: 74%) of glycoluril. The melting point of glycoluril was above 300° C. Reactants: BrCC1CCC1 ((bromomethyl)cyclobutane), C1(=CC=CC=C1)N1NC=2[C@@]3(CC[C@H](C2C1=O)C3(C)C)C ((4S,7R)-2-phenyl-7,8,8-trimethyl-1,2,4,5,6,7-hexahydro-4,7-methano-indazol-3-one), C1(=CC=CC=C1)N1NC=2[C@@]3(CC[C@H](C2C1=O)C3(C)C)C ((4S,7R)-2-phenyl-7,8,8-trimethyl-1,2,4,5,6,7-hexahydro-4,7-methano-indazol-3-one), BrCC1CCC1 ((bromomethyl)cyclobutane). Reagents/catalysts: [I-].C(CCC)[N+](CCCC)(CCCC)CCCC (tetra-n-butylammonium iodide), [I-].C(CCC)[N+](CCCC)(CCCC)CCCC (tetra-n-butylammonium iodide). Solvent: CN(C=O)C (N,N-dimethylformamide), ClCCl (dichloromethane), O (water). Run at temperature 100 celsius. The product is C1(CCC1)CN1N(C(C=2[C@@H]3CC[C@](C12)(C3(C)C)C)=O)C3=CC=CC=C3 ((4R,7S)-1-(cyclobutyl)methyl-7,8,8-trimethyl-2-phenyl-1,2,4,5,6,7-hexahydro-4,7-methano-indazol-3-one). Yield: 10.6%. Reaction SMILES: Br[CH2:2][CH:3]1[CH2:6][CH2:5][CH2:4]1.[C:7]1([N:13]2[C:21](=[O:22])[C:20]3[C@@H:19]4[C:23]([CH3:25])([CH3:24])[C@@:16]([CH3:26])([CH2:17][CH2:18]4)[C:15]=3[NH:14]2)[CH:12]=[CH:11][CH:10]=[CH:9][CH:8]=1>[I-].C([N+](CCCC)(CCCC)CCCC)CCC.CN(C)C=O.ClCCl.O>[CH:3]1([CH2:2][N:14]2[C:15]3[C@:16]4([CH3:26])[C:23]([CH3:25])([CH3:24])[C@@H:19]([CH2:18][CH2:17]4)[C:20]=3[C:21](=[O:22])[N:13]2[C:7]2[CH:8]=[CH:9][CH:10]=[CH:11][CH:12]=2)[CH2:6][CH2:5][CH2:4]1 |f:2.3|. Reported procedure: A mixture of (bromomethyl)cyclobutane (1.7 mL, 15.1 mmol), (4R,7S)-2-phenyl-7,8,8-trimethyl-1,2,4,5,6,7-hexahydro-4,7-methano-indazol-3-one (Intermediate 6; 393 mg, 1.46 mmol) and tetra-n-butylammonium iodide (400 mg, 1.08 mmol) in N,N-dimethylformamide (7 mL) was heated in an oil-bath at 100° C. for 16 h. Additional quantities of (bromomethyl)cyclobutane (1.7 mL, 8.9 mmol) and tetra-n-butylammonium iodide (400 mg, 1.08 mmol) were added and the mixture was heated in an oil-bath at 135° C. for 6 ...